This data is from the Open Reaction Database (ORD), a public repository of structured organic reaction records. The task is: describe an organic reaction: reactants, conditions, products, and yield Starting materials: COc1ccc(S(N)(=O)=O)cc1[N+](=O)[O-], [Ni]. Product: COc1ccc(S(N)(=O)=O)cc1N. RXN SMILES: [CH3:1][O:2][c:3]1[cH:4][cH:5][c:6]([S:12](=[O:13])(=[O:14])[NH2:15])[cH:7][c:8]1[N+:9]([O-:10])=[O:11].[Ni:16]>>[CH3:1][O:2][c:3]1[cH:4][cH:5][c:6]([S:12](=[O:13])(=[O:14])[NH2:15])[cH:7][c:8]1[NH2:9]. Starting materials: COC(C=1C(C(=O)OC)=C(C=CC1)I)=O (3-iodophthalic acid dimethyl ester), COC1=C(C=CC(=C1)OCCN1CCCCC1)N (2-methoxy-4-(2-piperidin-1-yl-ethoxy)-phenylamine), C=1C=CC(=CC1)P(C=2C=CC=CC2)C3=CC=C4C=CC=CC4=C3C5=C6C=CC=CC6=CC=C5P(C=7C=CC=CC7)C=8C=CC=CC8 (rac-BINAP), C([O-])([O-])=O.[Cs+].[Cs+] (cesium carbonate). Reagents/catalysts: C=1C=CC(=CC1)/C=C/C(=O)/C=C/C2=CC=CC=C2.C=1C=CC(=CC1)/C=C/C(=O)/C=C/C2=CC=CC=C2.C=1C=CC(=CC1)/C=C/C(=O)/C=C/C2=CC=CC=C2.[Pd].[Pd] (Pd2(dba)3). Solvent: C1(=CC=CC=C1)C (toluene), C(Cl)Cl (CH2Cl2). Yields the product COC(C=1C(C(=O)OC)=C(C=CC1)NC1=C(C=C(C=C1)OCCN1CCCCC1)OC)=O (3-[2-Methoxy-4-(2-piperidin-1-yl-ethoxy)-phenylamino]-phthalic acid dimethyl ester). The yield is 78.0%. RXN SMILES: [CH3:1][O:2][C:3](=[O:15])[C:4]1[C:5](=[C:10](I)[CH:11]=[CH:12][CH:13]=1)[C:6]([O:8][CH3:9])=[O:7].[CH3:16][O:17][C:18]1[CH:23]=[C:22]([O:24][CH2:25][CH2:26][N:27]2[CH2:32][CH2:31][CH2:30][CH2:29][CH2:28]2)[CH:21]=[CH:20][C:19]=1[NH2:33].C1C=CC(P(C2C(C3C(P(C4C=CC=CC=4)C4C=CC=CC=4)=CC=C4C=3C=CC=C4)=C3C(C=CC=C3)=CC=2)C2C=CC=CC=2)=CC=1.C(=O)([O-])[O-].[Cs+].[Cs+]>C1(C)C=CC=CC=1.C(Cl)Cl.C1C=CC(/C=C/C(/C=C/C2C=CC=CC=2)=O)=CC=1.C1C=CC(/C=C/C(/C=C/C2C=CC=CC=2)=O)=CC=1.C1C=CC(/C=C/C(/C=C/C2C=CC=CC=2)=O)=CC=1.[Pd].[Pd]>[CH3:1][O:2][C:3](=[O:15])[C:4]1[C:5](=[C:10]([NH:33][C:19]2[CH:20]=[CH:21][C:22]([O:24][CH2:25][CH2:26][N:27]3[CH2:32][CH2:31][CH2:30][CH2:29][CH2:28]3)=[CH:23][C:18]=2[O:17][CH3:16])[CH:11]=[CH:12][CH:13]=1)[C:6]([O:8][CH3:9])=[O:7] |f:3.4.5,8.9.10.11.12|. Procedure: A mixture of 3-iodophthalic acid dimethyl ester (1.0 g, 3.1 mmol), 2-methoxy-4-(2-piperidin-1-yl-ethoxy)-phenylamine (0.78 g, 3.1 mmol), Pd2(dba)3 (0.13 g, 0.14 mmol), rac-BINAP (0.058 g, 0.093 mmol), and cesium carbonate (1.4 g, 4.3 mmol), in 6 mL toluene was heated to reflux under nitrogen for 20 hours. The reaction mixture was cooled, diluted with CH2Cl2 (15 mL), and filtered through Celite, and the filter was washed with additional CH2Cl2 (25 mL). The filtrate was evaporated in vacuo, and th... Starting materials: O=c1[nH]c(=O)n(C2CC(O)C(CO)O2)cc1F, [K+], [OH-], BrCc1cccc2ccccc12. Yields the product O=c1[nH]c(=O)n(C2CC(OCc3cccc4ccccc34)C(CO)O2)cc1F. RXN SMILES: [F:3][c:4]1[c:5](=[O:19])[nH:6][c:7](=[O:18])[n:8]([CH:9]2[CH2:10][CH:11]([OH:12])[CH:13]([CH2:14][OH:15])[O:16]2)[cH:17]1.[K+:2].[OH-:1].[c:20]1([CH2:30][Br:31])[cH:21][cH:22][cH:23][c:24]2[cH:25][cH:26][cH:27][cH:28][c:29]12>>[F:3][c:4]1[c:5](=[O:19])[nH:6][c:7](=[O:18])[n:8]([CH:9]2[CH2:10][CH:11]([O:12][CH2:30][c:20]3[cH:21][cH:22][cH:23][c:24]4[cH:25][cH:26][cH:27][cH:28][c:29]34)[CH:13]([CH2:14][OH:15])[O:16]2)[cH:17]1. Reactants: Cl (hydrochloric acid), C(C)OC1=NN(C=C1CCC(=O)OCC)CC=1C=NC=C(C1)OCC=1N=C(OC1C)C1=CC=CC=C1 (ethyl 3-[3-ethoxy-1-[5-(5-methyl-2-phenyl-4-oxazolylmethoxy)-3-pyridylmethyl]-1H-pyrazol-4-yl]propionate), [OH-].[Na+] (sodium hydroxide), O1CCCC1 (tetrahydrofuran). Run in C(C)O (ethanol). Reaction conditions: time 3 hour. The product is C(C)OC1=NN(C=C1CCC(=O)O)CC=1C=NC=C(C1)OCC=1N=C(OC1C)C1=CC=CC=C1 (3-[3-ethoxy-1-[5-(5-methyl-2-phenyl-4-oxazolylmethoxy)-3-pyridylmethyl]-1H-pyrazol-4-yl]propionic acid). Isolated yield 92.1%. RXN SMILES: [CH2:1]([O:3][C:4]1[C:8]([CH2:9][CH2:10][C:11]([O:13]CC)=[O:12])=[CH:7][N:6]([CH2:16][C:17]2[CH:18]=[N:19][CH:20]=[C:21]([O:23][CH2:24][C:25]3[N:26]=[C:27]([C:31]4[CH:36]=[CH:35][CH:34]=[CH:33][CH:32]=4)[O:28][C:29]=3[CH3:30])[CH:22]=2)[N:5]=1)[CH3:2].[OH-].[Na+].O1CCCC1.Cl>C(O)C>[CH2:1]([O:3][C:4]1[C:8]([CH2:9][CH2:10][C:11]([OH:13])=[O:12])=[CH:7][N:6]([CH2:16][C:17]2[CH:18]=[N:19][CH:20]=[C:21]([O:23][CH2:24][C:25]3[N:26]=[C:27]([C:31]4[CH:32]=[CH:33][CH:34]=[CH:35][CH:36]=4)[O:28][C:29]=3[CH3:30])[CH:22]=2)[N:5]=1)[CH3:2] |f:1.2|. Procedure details: After a mixture of ethyl 3-[3-ethoxy-1-[5-(5-methyl-2-phenyl-4-oxazolylmethoxy)-3-pyridylmethyl]-1H-pyrazol-4-yl]propionate (613 mg), 1N aqueous sodium hydroxide solution (3 ml), tetrahydrofuran (6 ml) and ethanol (6 ml) was stirred at room temperature for 3 hours, 1N hydrochloric acid (3 ml) was added to the mixture, and then the mixture was extracted with ethyl acetate. The ethyl acetate layer was washed with saturated aqueous sodium chloride solution, dried (MgSO4) and concentrated. The resul... Starting materials: C(#N)C1=CC=C(C=C1)NC(C(=O)O)C=1C=C(C2=C(C(=CO2)C)C1)CC (2-(4-cyanophenylamino)-2-(7-ethyl-3-methylbenzofuran-5-yl)acetic acid), CCCCCCC=CCCC (undec-7-ene), C(=O)(N1C=NC=C1)N1C=NC=C1 (carbonyldiimidazole), S(=O)(=O)(N)N (Sulfamide). Solvent: C1CCOC1 (THF). Run at time 1 hour. Yields the product C(#N)C1=CC=C(C=C1)NC(C(=O)NS(=O)(=O)N)C=1C=C(C2=C(C(=CO2)C)C1)CC (2-(4-cyanophenylamino)-2-(7-ethyl-3-methylbenzofuran-5-yl)acetylsulfamide). Isolated yield 69.5%. RXN SMILES: [C:1]([C:3]1[CH:8]=[CH:7][C:6]([NH:9][CH:10]([C:14]2[CH:15]=[C:16]([CH2:24][CH3:25])[C:17]3[O:21][CH:20]=[C:19]([CH3:22])[C:18]=3[CH:23]=2)[C:11](O)=[O:12])=[CH:5][CH:4]=1)#[N:2].C(N1C=CN=C1)(N1C=CN=C1)=O.[S:38]([NH2:42])([NH2:41])(=[O:40])=[O:39].CCCCCCC=CCCC>C1COCC1>[C:1]([C:3]1[CH:4]=[CH:5][C:6]([NH:9][CH:10]([C:14]2[CH:15]=[C:16]([CH2:24][CH3:25])[C:17]3[O:21][CH:20]=[C:19]([CH3:22])[C:18]=3[CH:23]=2)[C:11]([NH:41][S:38]([NH2:42])(=[O:40])=[O:39])=[O:12])=[CH:7][CH:8]=1)#[N:2]. Reported procedure: 2-(4-Cyanophenylamino)-2-(7-ethyl-3-methylbenzofuran-5-yl)acetic acid 6 (5.45 g, 16.4 mmoles), carbonyldiimidazole (CDI, 5.28 g 32.6 mmoles) were combined under a nitrogen atmosphere and THF (50 ml) added. The reaction was stirred for 1 h. Sulfamide (4.7 g, 49 mmoles) was added to the reaction followed by drop wise addition of 1,8-diazabiocyclo[5.4.0]undec-7-ene (DBU, 7.3 ml, 49 mmoles). The reaction was then stirred an additional 2 hours at room temperature and the solvent removed in vacuo. The... Reactants: CCOCC (Et2O), CNC.B (borane dimethylamine), O (H2O), LiClO4, COC1=C(OC[C@@H]2OC2)C=CC(=C1)[N+](=O)[O-] ((R)-2-((2-methoxy-4-nitrophenoxy)methyl)oxirane). Run in C(Cl)Cl (CH2Cl2). Run at time 10 minute. Product: COC1=C(OC[C@@H](C)O)C=CC(=C1)[N+](=O)[O-] ((R)-1-(2-methoxy-4-nitrophenoxy)propan-2-ol). Isolated yield 70.7%. Reaction SMILES: CCOCC.[CH3:6][O:7][C:8]1[CH:18]=[C:17]([N+:19]([O-:21])=[O:20])[CH:16]=[CH:15][C:9]=1[O:10][CH2:11][C@H:12]1[CH2:14][O:13]1.CNC.B.O>C(Cl)Cl>[CH3:6][O:7][C:8]1[CH:18]=[C:17]([N+:19]([O-:21])=[O:20])[CH:16]=[CH:15][C:9]=1[O:10][CH2:11][C@H:12]([OH:13])[CH3:14] |f:2.3|. Procedure: To 160 mL of Et2O cooled to 0° C. was added LiClO4 (80 g; 752 mmol) in portions over 20 min. The mixture was allowed to warm to rt and (R)-2-((2-methoxy-4-nitrophenoxy)methyl)oxirane (9.55 g; 42.5 mmol) was added. The suspension was stirred for 10 min, borane dimethylamine (3.40 g; 46.6 mmol) was added and the suspension was stirred at rt for 2.5 h. The suspension was diluted with CH2Cl2 and stirred in a beaker with H2O until gas evolution ceased. The organic layer was washed with H2O, dried ove...